The task is: describe an organic reaction: reactants, conditions, products, and yield. This data is from the Open Reaction Database (ORD), a public repository of structured organic reaction records. Conditions: temperature 80 celsius, time 30 minute. Reaction SMILES: O[C:2]1[N:7]=[C:6]([NH:8][CH2:9][C:10]2[CH:15]=[CH:14][C:13]([O:16][CH3:17])=[C:12]([Cl:18])[CH:11]=2)[C:5]([C:19]([O:21][CH2:22][CH3:23])=[O:20])=[CH:4][N:3]=1.CCN(C1C=CC=CC=1)CC.P(Cl)(Cl)([Cl:37])=O>O>[Cl:37][C:2]1[N:7]=[C:6]([NH:8][CH2:9][C:10]2[CH:15]=[CH:14][C:13]([O:16][CH3:17])=[C:12]([Cl:18])[CH:11]=2)[C:5]([C:19]([O:21][CH2:22][CH3:23])=[O:20])=[CH:4][N:3]=1. The reactants are OC1=NC=C(C(=N1)NCC1=CC(=C(C=C1)OC)Cl)C(=O)OCC (2-hydroxy-4-(3-chloro-4-methoxybenzylamino)-5-ethoxycarbonylpyrimidine), CCN(CC)C=1C=CC=CC1 (diethylaniline), P(=O)(Cl)(Cl)Cl (phosphoryl chloride). Yields the product ClC1=NC=C(C(=N1)NCC1=CC(=C(C=C1)OC)Cl)C(=O)OCC (2-chloro-4-(3-chloro-4-methoxybenzylamino)-5-ethoxycarbonylpyrimidine). Run in O (water). Reported procedure: A mixture of 2-hydroxy-4-(3-chloro-4-methoxybenzylamino)-5-ethoxycarbonylpyrimidine (prepared in Example 92) 500 mg, diethylaniline 2 ml and phosphoryl chloride 4 ml is stirred at 80° C. for 30 minutes and then at 100° C. for 5 hours. After cooling, the reaction solution is poured into water in ice and the mixture is stirred at room temperature for 30 minutes. The product is extracted with ethyl acetate and the organic layer is washed with water and an aqueous saturated sodium chloride solution,...